This data is from the Open Reaction Database (ORD), a public repository of structured organic reaction records. The task is: describe an organic reaction: reactants, conditions, products, and yield Starting materials: N1CCNCC1 (piperazine), BrC1=CC=C(C=C1)S(=O)(=O)Cl (4-bromobenzenesulfonyl chloride), O (water). Run in N1=CC=CC=C1 (pyridine). The product is BrC1=CC=C(C=C1)S(=O)(=O)N1CCN(CC1)S(=O)(=O)C1=CC=C(C=C1)Br (N,N'-bis(4-bromobenzenesulfonyl)piperazine). Reaction SMILES: [NH:1]1[CH2:6][CH2:5][NH:4][CH2:3][CH2:2]1.[Br:7][C:8]1[CH:13]=[CH:12][C:11]([S:14](Cl)(=[O:16])=[O:15])=[CH:10][CH:9]=1.[OH2:18]>N1C=CC=CC=1>[Br:7][C:8]1[CH:13]=[CH:12][C:11]([S:14]([N:1]2[CH2:6][CH2:5][N:4]([S:14]([C:11]3[CH:12]=[CH:13][C:8]([Br:7])=[CH:9][CH:10]=3)(=[O:15])=[O:18])[CH2:3][CH2:2]2)(=[O:16])=[O:15])=[CH:10][CH:9]=1. Reported procedure: To a solution of 0.79 g (9.16 mmol) of piperazine in dry pyridine (20 ml) was added 5.15 g (20.15 mmol) of 4-bromobenzenesulfonyl chloride in an atmosphere of argon, and the mixture was allowed to react at 0° C. for 3 hours. To the solution was added water followed by extraction with ethyl acetate. The organic layer was washed with water and then concentrated under reduced pressure. The residue thus obtained was subjected to silica gel column chromatography for separation and purification. Eluti... Starting materials: [OH-].[Na+] (sodium hydroxide), CN(C1=CC=C(C=C1)C1(OC(=O)C2=CC(=CC=C12)N(C)C)C1=CC=C(C=C1)N(C)C)C (3,3-bis(p-dimethylaminophenyl)-6-dimethylaminophthalide), [OH-].[Na+] (sodium hydroxide), aqueous solution, C(=CC1=CC=CC=C1)/C(=C/C(=O)O)/C(=O)O (styrene-maleic acid), N1=C(N)N=C(N)N=C1N (melamine), aqueous solution, C=O (formaldehyde). Solvent: C1(=CC=CC=C1)C(C)C1=CC=CC=C1 (1,1-diphenylethane), O (water). Conditions: temperature 60 celsius, time 15 minute. Product: C=O.N1=C(N)N=C(N)N=C1N (melamine-formaldehyde). As a reaction SMILES: CN(C)C1C=CC([C:9]2(C3C=CC(N(C)C)=CC=3)C3C(=CC(N(C)C)=CC=3)C(=O)[O:10]2)=CC=1.C(/C(/C(O)=O)=C/C(O)=O)=CC1C=CC=CC=1.[OH-].[Na+].[N:50]1[C:57]([NH2:58])=[N:56][C:54]([NH2:55])=[N:53][C:51]=1[NH2:52].C=O>C1(C(C2C=CC=CC=2)C)C=CC=CC=1.O>[CH2:9]=[O:10].[N:50]1[C:57]([NH2:58])=[N:56][C:54]([NH2:55])=[N:53][C:51]=1[NH2:52] |f:2.3,8.9|. Procedure: 80 Parts of a solution of 4.8 parts of 3,3-bis(p-dimethylaminophenyl)-6-dimethylaminophthalide (CVL) in 1,1-diphenylethane was emulsified into 100 parts of 5% aqueous solution of styrene-maleic acid copolymer containing a small quantity of sodium hydroxide and having a pH value of 4.0. On the other hand, 10 parts of melamine, 25 parts of 37% aqueous solution of formaldehyde and 65 parts of water were mixed together. The mixture was adjusted to pH 9 with sodium hydroxide and heated to 60° C., whe... Starting materials: ClC=1C=C(C=C(C1OCC(F)(F)F)C1=CC=C(C=C1)C(F)(F)F)C1(CCCCC1)C(=O)OCC (ethyl 1-(5-chloro-6-(2,2,2-trifluoroethoxy)-4′-(trifluoromethyl)biphenyl-3-yl)-cyclohexanecarboxylate), O.[OH-].[Li+] (lithium hydroxide monohydrate). Run in CO.C1CCOC1.O (MeOH THF Water). Conditions: time 3 hour. Yields the product ClC=1C=C(C=C(C1OCC(F)(F)F)C1=CC=C(C=C1)C(F)(F)F)C1(CCCCC1)C(=O)O (1-(5-chloro-6-(2,2,2-trifluoroethoxy)-4′-(trifluoromethyl)biphenyl-3-yl)-cyclohexane carboxylic acid). The yield is 72.2%. RXN SMILES: [Cl:1][C:2]1[CH:3]=[C:4]([C:24]2([C:30]([O:32]CC)=[O:31])[CH2:29][CH2:28][CH2:27][CH2:26][CH2:25]2)[CH:5]=[C:6]([C:14]2[CH:19]=[CH:18][C:17]([C:20]([F:23])([F:22])[F:21])=[CH:16][CH:15]=2)[C:7]=1[O:8][CH2:9][C:10]([F:13])([F:12])[F:11].O.[OH-].[Li+]>CO.C1COCC1.O>[Cl:1][C:2]1[CH:3]=[C:4]([C:24]2([C:30]([OH:32])=[O:31])[CH2:25][CH2:26][CH2:27][CH2:28][CH2:29]2)[CH:5]=[C:6]([C:14]2[CH:15]=[CH:16][C:17]([C:20]([F:21])([F:22])[F:23])=[CH:18][CH:19]=2)[C:7]=1[O:8][CH2:9][C:10]([F:12])([F:13])[F:11] |f:1.2.3,4.5.6|. Procedure: A mixture of ethyl 1-(5-chloro-6-(2,2,2-trifluoroethoxy)-4′-(trifluoromethyl)biphenyl-3-yl)-cyclohexanecarboxylate (0.37 g, 0.72 mmol) and lithium hydroxide monohydrate (0.174 g, 7.28 mmol) in a MeOH/THF/Water solvent mixture (10 ml/10 ml/10 ml) was stirred for 3 h at room temperature. After completion of reaction volatiles were removed under reduced pressure. The residue was diluted with water, acidified with 5% HCl solution and extracted with ethyl acetate (3×50 mL). The combined organic layer... The reactants are C(C)(C)(C)OC(=O)NCC(CP([O-])(=O)CCCC)(C)O.[Na+] (sodium 3-(N-tert.-butoxycarbonylamino)-2-hydroxy-2-methyl-propyl(n-butyl)phosphinate), C1C(C)O1 (propylene oxide), C(CC)O (n-propanol), C (charcoal). Solvent: 1.0, Cl (hydrochloric acid), C(C)O (ethanol). Run at time 18 hour. Product: NCC(CP(O)(=O)CCCC)(C)O (3-amino-2-hydroxy-2-methyl-propyl(n-butyl)phosphinic acid). RXN SMILES: C(OC([NH:8][CH2:9][C:10]([OH:20])([CH3:19])[CH2:11][P:12]([CH2:15][CH2:16][CH2:17][CH3:18])(=[O:14])[O-:13])=O)(C)(C)C.[Na+].C(O)CC.C.C1OC1C>Cl.C(O)C>[NH2:8][CH2:9][C:10]([OH:20])([CH3:19])[CH2:11][P:12]([CH2:15][CH2:16][CH2:17][CH3:18])(=[O:13])[OH:14] |f:0.1|. Procedure details: A solution of 0.73 g of sodium 3-(N-tert.-butoxycarbonylamino)-2-hydroxy-2-methyl-propyl(n-butyl)phosphinate is dissolved in 10 ml of 1.0 aqueous hydrochloric acid and the solution stirred at 20° for 16-20 hours. After this time the solution is washed with dichloromethane followed by ether and the water removed under reduced pressure at 40° to afford an oily solid. This solid is treated with n-propanol and a few grams of charcoal. Subsequent heating to reflux and filtration gives a colourless so... Reactants: COC(COC1=C2C(=C(C(=NC2=C(C=C1)Cl)C)CC1=CC=C(C=C1)Cl)OC(F)F)=O ([8-chloro-3-(4-chlorobenzyl)-4-difluoromethoxy-2-methylquinolin-5-yloxy]acetic acid methyl ester), CO (methanol), [OH-].[Li+] (lithium hydroxide). The solvent is O (water). Product: ClC=1C=CC(=C2C(=C(C(=NC12)C)CC1=CC=C(C=C1)Cl)OC(F)F)OCC(=O)O ([8-chloro-3-(4-chlorobenzyl)-4-difluoromethoxy-2-methylquinolin-5-yloxy]acetic acid). RXN SMILES: C[O:2][C:3](=[O:30])[CH2:4][O:5][C:6]1[CH:15]=[CH:14][C:13]([Cl:16])=[C:12]2[C:7]=1[C:8]([O:26][CH:27]([F:29])[F:28])=[C:9]([CH2:18][C:19]1[CH:24]=[CH:23][C:22]([Cl:25])=[CH:21][CH:20]=1)[C:10]([CH3:17])=[N:11]2.CO.[OH-].[Li+]>O>[Cl:16][C:13]1[CH:14]=[CH:15][C:6]([O:5][CH2:4][C:3]([OH:30])=[O:2])=[C:7]2[C:12]=1[N:11]=[C:10]([CH3:17])[C:9]([CH2:18][C:19]1[CH:20]=[CH:21][C:22]([Cl:25])=[CH:23][CH:24]=1)=[C:8]2[O:26][CH:27]([F:29])[F:28] |f:2.3|. Procedure details: A solution of [8-chloro-3-(4-chlorobenzyl)-4-difluoromethoxy-2-methylquinolin-5-yloxy]acetic acid methyl ester (0.10 g), methanol (6.0 mL), water (0.6 mL) and saturated aqueous lithium hydroxide solution (0.3 mL) was stirred at room temperature for 17 hours. The methanol was removed under reduced pressure and the pH of the residue adjusted to 4 by the addition of glacial acetic acid. The resulting precipitate was collected by filtration and washed with water. Purification of the solid by prepara... The reactants are ClN1C(CCC1=O)=O (N-chlorosuccinimide), C(=O)(O)[O-].[Na+] (NaHCO3), BrC1=C(C=NO)C=CC=C1 (2-bromobenzaldehyde oxime), FC1=C(C(=CC=C1)F)COCC(=C)C (1,3-difluoro-2-((2-methylallyloxy)methyl)benzene), oxime. Reagents/catalysts: [I-].C(CCC)[N+](CCCC)(CCCC)CCCC (tetrabutylammonium iodide). The solvent is CN(C=O)C (dimethylformamide), ClCCl (dichloromethane), ClCCCl (1,2-dichloroethane). Reaction conditions: time 1 hour. Product: BrC1=C(C=CC=C1)C1=NOC(C1)(C)COCC1=C(C=CC=C1F)F (3-(2-bromophenyl)-5-((2,6-difluorobenzyloxy)methyl)-5-methyl-4,5-dihydroisoxazole). Isolated yield 79.2%. Reaction SMILES: [Br:1][C:2]1[CH:10]=[CH:9][CH:8]=[CH:7][C:3]=1[CH:4]=[N:5][OH:6].ClN1C(=O)CCC1=O.C([O-])(O)=O.[Na+].[F:24][C:25]1[CH:30]=[CH:29][CH:28]=[C:27]([F:31])[C:26]=1[CH2:32][O:33][CH2:34][C:35]([CH3:37])=[CH2:36]>ClCCCl.[I-].C([N+](CCCC)(CCCC)CCCC)CCC.ClCCl.CN(C)C=O>[Br:1][C:2]1[CH:10]=[CH:9][CH:8]=[CH:7][C:3]=1[C:4]1[CH2:36][C:35]([CH2:34][O:33][CH2:32][C:26]2[C:27]([F:31])=[CH:28][CH:29]=[CH:30][C:25]=2[F:24])([CH3:37])[O:6][N:5]=1 |f:2.3,6.7|. Procedure details: 287 mg of 2-bromobenzaldehyde oxime was dissolved in 4 mL of 1,2-dichloroethane, and then, 230 mg of N-chlorosuccinimide and 0.4 mL of dimethylformamide were slowly added thereto at a temperature of 0° C. The reaction mixture was stirred at room temperature for 1 hour, and then, the reaction state was confirmed by TLC. When the oxime, which was a starting material, disappeared, the reaction mixture was cooled to a temperature 0° C., and then, 182 mg of NaHCO3, 27 mg of tetrabutylammonium iodide,...